This data is from the Open Reaction Database (ORD), a public repository of structured organic reaction records. The task is: describe an organic reaction: reactants, conditions, products, and yield Starting materials: O=C([O-])O, COc1ccccc1-c1ncccc1CN, S=C=Nc1cccc(Cl)c1Cl, [Na+]. The product is COc1ccccc1-c1ncccc1CNC(=S)Nc1cccc(Cl)c1Cl. Reaction SMILES: [C:28](=[O:29])([OH:30])[O-:31].[CH3:1][O:2][c:3]1[c:4](-[c:9]2[n:10][cH:11][cH:12][cH:13][c:14]2[CH2:15][NH2:16])[cH:5][cH:6][cH:7][cH:8]1.[Cl:17][c:18]1[c:19]([N:25]=[C:26]=[S:27])[cH:20][cH:21][cH:22][c:23]1[Cl:24].[Na+:32]>>[CH3:1][O:2][c:3]1[c:4](-[c:9]2[n:10][cH:11][cH:12][cH:13][c:14]2[CH2:15][NH:16][C:26]([NH:25][c:19]2[c:18]([Cl:17])[c:23]([Cl:24])[cH:22][cH:21][cH:20]2)=[S:27])[cH:5][cH:6][cH:7][cH:8]1.